From a dataset of the Open Reaction Database (ORD), a public repository of structured organic reaction records. describe an organic reaction: reactants, conditions, products, and yield Starting materials: ClCCl, [Na+], CN(C)C=O, [OH-], O=P(Cl)(Cl)Cl, c1cn2cncc2s1. The product is O=Cc1ncn2ccsc12. Reaction SMILES: [Cl:21][CH2:22][Cl:23].[Na+:20].[O:1]=[CH:2][N:3]([CH3:4])[CH3:5].[OH-:19].[P:6]([Cl:7])([Cl:8])([Cl:9])=[O:10].[s:11]1[c:12]2[n:13]([cH:14][cH:15]1)[cH:16][n:17][cH:18]2>>[O:1]=[CH:2][c:18]1[c:12]2[s:11][cH:15][cH:14][n:13]2[cH:16][n:17]1. Reported procedure: 6-Deoxy-6-phthalimido-D-galactopyranose (2.9 g.) is acetylated with acetic anhydride (12 ml.) in pyridine (20 ml.) in the normal manner to give 1,2,3,4-tetra-O-acetyl-6-deoxy-6-phthalimido-D-galactopyranose (4.30 g., 96%) as a mixture of α- and β-anomers in the ratio of 1:1.6, [α]D27 +52.5° C. (C 1.0, chloroform); n.m.r. (chloroform-d): ∂ 5.70 (d, J1,2 8.0 Hz, H-1β), 6.33 (b, H-1α). Yield: 96.0%. Reaction SMILES: [C:1]1(=[O:22])[N:5]([CH2:6][C@H:7]2[O:13][CH:11]([OH:12])[C@H:10]([OH:14])[C@@H:9]([OH:15])[C@H:8]2[OH:16])[C:4](=[O:17])[C:3]2=[CH:18][CH:19]=[CH:20][CH:21]=[C:2]12.C(O[C:27](=[O:29])[CH3:28])(=O)C>N1C=CC=CC=1>[C:11]([O:12][CH:11]1[O:13][C@H:7]([CH2:6][N:5]2[C:4](=[O:17])[C:3]3=[CH:18][CH:19]=[CH:20][CH:21]=[C:2]3[C:1]2=[O:22])[C@H:8]([O:16][C:27](=[O:29])[CH3:28])[C@H:9]([O:15][C:9](=[O:15])[CH3:8])[C@H:10]1[O:14][C:7](=[O:13])[CH3:6])(=[O:12])[CH3:10]. The reactants are C1(C=2C(C(N1C[C@@H]1[C@@H]([C@@H]([C@H](C(O)O1)O)O)O)=O)=CC=CC2)=O (6-Deoxy-6-phthalimido-D-galactopyranose), C(C)(=O)OC(C)=O (acetic anhydride). The product is C(C)(=O)OC1[C@H](OC(C)=O)[C@@H](OC(C)=O)[C@@H](OC(C)=O)[C@H](O1)CN1C(C=2C(C1=O)=CC=CC2)=O (1,2,3,4-tetra-O-acetyl-6-deoxy-6-phthalimido-D-galactopyranose). Solvent: N1=CC=CC=C1 (pyridine). The reactants are CCO, CC(C)I, [K+], Oc1ccc(Oc2ccc(O)cc2)cc1, [OH-], O. Product: CC(C)Oc1ccc(Oc2ccc(O)cc2)cc1. RXN SMILES: [CH3:22][CH2:23][OH:24].[I:16][CH:17]([CH3:18])[CH3:19].[K+:21].[O:1]([c:2]1[cH:3][cH:4][c:5]([OH:8])[cH:6][cH:7]1)[c:9]1[cH:10][cH:11][c:12]([OH:15])[cH:13][cH:14]1.[OH-:20].[OH2:25]>>[O:1]([c:2]1[cH:3][cH:4][c:5]([O:8][CH:17]([CH3:18])[CH3:19])[cH:6][cH:7]1)[c:9]1[cH:10][cH:11][c:12]([OH:15])[cH:13][cH:14]1. Starting materials: CC1(C=2C=CC=C(C2C(CC1)(C)C)SC1=CC=C(C(=O)OCC)C=C1)C (ethyl 4-(5,6,7,8-tetrahydro-5,5,8,8-tetramethylnaphthylthio)benzoate), CC1(C=2C=CC(=CC2C(CC1)(C)C)SC1=CC=C(C(=O)OCC)C=C1)C (Ethyl 4-(5,6,7,8-tetrahydro-5,5,8,8-tetramethyl-2-naphthylthio)benzoate), [Li+].[OH-] (LiOH), CO (MeOH). The solvent is O1CCCC1 (tetrahydrofuran). Reaction conditions: temperature 55 celsius. Yields the product CC1(C=2C=CC=C(C2C(CC1)(C)C)SC1=CC=C(C(=O)O)C=C1)C (4-(5,6,7,8-Tetrahydro-5,5,8,8-tetramethylnaphthylthio)benzoic acid). Isolated yield 62.0%. As a reaction SMILES: [CH3:1][C:2]1([CH3:26])[CH2:11][CH2:10][C:9]([CH3:13])([CH3:12])[C:8]2[C:7]([S:14][C:15]3[CH:25]=[CH:24][C:18]([C:19]([O:21]CC)=[O:20])=[CH:17][CH:16]=3)=[CH:6][CH:5]=[CH:4][C:3]1=2.CC1(C)CCC(C)(C)C2C=C(SC3C=CC(C(OCC)=O)=CC=3)C=CC1=2.[Li+].[OH-].CO>O1CCCC1>[CH3:1][C:2]1([CH3:26])[CH2:11][CH2:10][C:9]([CH3:12])([CH3:13])[C:8]2[C:7]([S:14][C:15]3[CH:16]=[CH:17][C:18]([C:19]([OH:21])=[O:20])=[CH:24][CH:25]=3)=[CH:6][CH:5]=[CH:4][C:3]1=2 |f:2.3|. Procedure: To a solution of 70 mg (0.19 mmol) of ethyl 4-(5,6,7,8-tetrahydro-5,5,8,8-tetramethylnaphthylthio)benzoate (Compound 1) in 4.0 mL of tetrahydrofuran was added 1.0 mL of LiOH (1.9N aqueous solution) and 1.5 mL of MeOH. The solution was heated at 55° C. for 3 h, cooled to room temperature and concentrated in vacuo. The residue was diluted with water and extracted with hexane. The aqueous layer was acidified to pH=l using 10% HCl and extracted twice with diethyl ether. The combined organic layers w... Reactants: NC1=NC=C(C2=C1C=C(S2)Br)C(=O)N (4-amino-2-bromo-thieno[3,2-c]pyridine-7-carboxylic acid amide), BrC1=CC(=C(S1)C)CCC#N (3-(5-Bromo-2-methyl-thiophen-3-yl)-propionitrile). Yields the product NC1=NC=C(C2=C1C=C(S2)C=2SC(=C(C2)CCC#N)C)C(=O)N (4-Amino-2-[4-(2-cyanoethyl)-5-methylthiophen-2-yl]-thieno[3,2-c]pyridine-7-carboxylic acid amide). Reaction SMILES: [NH2:1][C:2]1[C:7]2[CH:8]=[C:9](Br)[S:10][C:6]=2[C:5]([C:12]([NH2:14])=[O:13])=[CH:4][N:3]=1.Br[C:16]1[S:20][C:19]([CH3:21])=[C:18]([CH2:22][CH2:23][C:24]#[N:25])[CH:17]=1>>[NH2:1][C:2]1[C:7]2[CH:8]=[C:9]([C:16]3[S:20][C:19]([CH3:21])=[C:18]([CH2:22][CH2:23][C:24]#[N:25])[CH:17]=3)[S:10][C:6]=2[C:5]([C:12]([NH2:14])=[O:13])=[CH:4][N:3]=1. Reported procedure: 62 was prepared from 4-amino-2-bromo-thieno[3,2-c]pyridine-7-carboxylic acid amide 17 and 3-(5-bromo-2-methyl-thiophen-3-yl)-propionitrile 61 as a white solid in a similar manner to the procedure described in Example 14. 1H NMR (400 MHz, d6-DMSO) δ: 2.40 (s, 3H), 2.81 (s, 4H), 7.15 (s, 2H), 7.23 (s, 1H), 7.24 (br s, 1H), 7.70 (s, 1H), 7.80 (br s, 1H), 8.46 (s, 1H). MS (EI) m/z (M+H+) 343.